Task: describe an organic reaction: reactants, conditions, products, and yield. Dataset: the Open Reaction Database (ORD), a public repository of structured organic reaction records Reactants: Cc1nnc(C2CCC(NC(=O)C(=O)Nc3ccc(C#C[Si](C)(C)C)cn3)C(NC(=O)c3nc4c(s3)CN(C)CC4)C2)o1, CO, [F-], [K+]. The product is C#Cc1ccc(NC(=O)C(=O)NC2CCC(c3nnc(C)o3)CC2NC(=O)c2nc3c(s2)CN(C)CC3)nc1. Reaction SMILES: [CH3:3][c:4]1[n:5][n:6][c:7]([CH:9]2[CH2:10][CH:11]([NH:33][C:34](=[O:35])[c:36]3[s:37][c:38]4[c:43]([n:44]3)[CH2:42][CH2:41][N:40]([CH3:45])[CH2:39]4)[CH:12]([NH:15][C:16]([C:17](=[O:18])[NH:19][c:20]3[n:21][cH:22][c:23]([C:26]#[C:27][Si:28]([CH3:29])([CH3:30])[CH3:31])[cH:24][cH:25]3)=[O:32])[CH2:13][CH2:14]2)[o:8]1.[CH3:46][OH:47].[F-:1].[K+:2]>>[CH3:3][c:4]1[n:5][n:6][c:7]([CH:9]2[CH2:10][CH:11]([NH:33][C:34](=[O:35])[c:36]3[s:37][c:38]4[c:43]([n:44]3)[CH2:42][CH2:41][N:40]([CH3:45])[CH2:39]4)[CH:12]([NH:15][C:16]([C:17](=[O:18])[NH:19][c:20]3[n:21][cH:22][c:23]([C:26]#[CH:27])[cH:24][cH:25]3)=[O:32])[CH2:13][CH2:14]2)[o:8]1. The reactants are Cl.C(C1=CC=CC=C1)N1CC2C(C1)CC=1C(=C(C=CC12)OC)OC (2-Benzyl-6,7-dimethoxy-1,2,3,3a,8,8a-hexahydro-indeno[1,2-c]pyrrole hydrochloride), product. Reagents/catalysts: [Pd] (Pd/C). The solvent is CO (methanol). Yields the product Cl.COC1=C(C=2CC3C(CNC3)C2C=C1)OC (6,7-Dimethoxy-1,2,3,3a,8,8a-hexahydro-indeno[1,2-c]pyrrole hydrochloride). Reaction SMILES: [ClH:1].C([N:9]1[CH2:13][CH:12]2[CH2:14][C:15]3[C:16]([O:23][CH3:24])=[C:17]([O:21][CH3:22])[CH:18]=[CH:19][C:20]=3[CH:11]2[CH2:10]1)C1C=CC=CC=1>[Pd].CO>[ClH:1].[CH3:22][O:21][C:17]1[CH:18]=[CH:19][C:20]2[CH:11]3[CH2:10][NH:9][CH2:13][CH:12]3[CH2:14][C:15]=2[C:16]=1[O:23][CH3:24] |f:0.1,4.5|. Procedure: 4.36 g. of the resultant compound of Example 5 was hydrogenated with 0.9 g. 5% Pd/C in 100 ml. methanol at 3 atmospheres, affording 2.95 g. of product (92%), m.p. 176°-178° C. Reactants: BrCC1=CC=C(C=C1)C1=C(C=CC=C1)C#N (4'-bromomethyl-2-cyanobiphenyl), CN(C)C=O (DMF). Conditions: time 10 minute. The product is C(CCC)C1=CC=CC(N1CC1=CC=C(C=C1)C1=C(C=CC=C1)C#N)=O (6-butyl-1-(2'-cyanobiphenyl-4-ylmethyl)-1,2-dihydro-2-oxopyridine). Reaction SMILES: Br[CH2:2][C:3]1[CH:8]=[CH:7][C:6]([C:9]2[CH:14]=[CH:13][CH:12]=[CH:11][C:10]=2[C:15]#[N:16])=[CH:5][CH:4]=1.[CH3:17][N:18]([CH:20]=[O:21])C>>[CH2:5]([C:17]1[N:18]([CH2:2][C:3]2[CH:8]=[CH:7][C:6]([C:9]3[CH:14]=[CH:13][CH:12]=[CH:11][C:10]=3[C:15]#[N:16])=[CH:5][CH:4]=2)[C:20](=[O:21])[CH:2]=[CH:3][CH:4]=1)[CH2:6][CH2:7][CH3:8]. Procedure: 1.12 g of potassium tert-butylate are added to a solution of 1.5 g of 6-butyl-1,2-dihydro-2-oxopyridine ["IIIa"; m.p. 69°; obtainable by condensation of hexan-2-one with ethyl formate in toluene, in the presence of NaOCH3, to give 1-hydroxyhept-1-en-3-one, condensation with cyanoacetamide in water, in the presence of piperidine and acetic acid, at 90°, to give 6-butyl-3-cyano-1,2-dihydro-2-oxopyridine ("IIIb"; m.p. 110°), hydrolysis with 37% hydrochloric acid (boiling for 5 hours) to give 6-buty... As a reaction SMILES: [C:1]([C:5]1[N:10]=[C:9]([O:11][CH2:12][CH3:13])[C:8]([C:14]2[N:15]([C:35](Cl)=[O:36])[C@@:16]([C:28]3[CH:33]=[CH:32][C:31]([Cl:34])=[CH:30][CH:29]=3)([CH3:27])[C@@:17]([C:20]3[CH:25]=[CH:24][C:23]([Cl:26])=[CH:22][CH:21]=3)([CH3:19])[N:18]=2)=[CH:7][N:6]=1)([CH3:4])([CH3:3])[CH3:2].[NH:38]1[CH2:44][CH2:43][C:42](=[O:45])[NH:41][CH2:40][CH2:39]1>>[C:1]([C:5]1[N:10]=[C:9]([O:11][CH2:12][CH3:13])[C:8]([C:14]2[N:15]([C:35]([N:38]3[CH2:44][CH2:43][C:42](=[O:45])[NH:41][CH2:40][CH2:39]3)=[O:36])[C@@:16]([C:28]3[CH:29]=[CH:30][C:31]([Cl:34])=[CH:32][CH:33]=3)([CH3:27])[C@@:17]([C:20]3[CH:25]=[CH:24][C:23]([Cl:26])=[CH:22][CH:21]=3)([CH3:19])[N:18]=2)=[CH:7][N:6]=1)([CH3:2])([CH3:4])[CH3:3]. Yields the product C(C)(C)(C)C1=NC=C(C(=N1)OCC)C=1N([C@]([C@](N1)(C)C1=CC=C(C=C1)Cl)(C)C1=CC=C(C=C1)Cl)C(=O)N1CCNC(CC1)=O (1-[(4S,5R)-2-(2-tert-Butyl-4-ethoxy-pyrimidin-5-yl)-4,5-bis-(4-chloro-phenyl)-4,5-dimethyl-4,5-dihydro-imidazole-1-carbonyl]-[1,4]diazepan-5-one). Reported procedure: In a manner analogous to the method described in example 3, (4S,5R)-2-(2-tert-butyl-4-ethoxy-pyrimidin-5-yl)-4,5-bis-(4-chloro-phenyl)-4,5-dimethyl-4,5-dihydro-imidazole-1-carbonyl chloride was reacted with [1,4]-diazepan-5-one (Oakwood Products) to give the title compound. HR-MS (ES, m/z) calculated for C33H39N6O3Cl2 [(M+H)+] 637.2455, observed 637.2452. The reactants are C(C)(C)(C)C1=NC=C(C(=N1)OCC)C=1N([C@]([C@](N1)(C)C1=CC=C(C=C1)Cl)(C)C1=CC=C(C=C1)Cl)C(=O)Cl ((4S,5R)-2-(2-tert-butyl-4-ethoxy-pyrimidin-5-yl)-4,5-bis-(4-chloro-phenyl)-4,5-dimethyl-4,5-dihydro-imidazole-1-carbonyl chloride), N1CCNC(CC1)=O ([1,4]-diazepan-5-one).